This data is from the Open Reaction Database (ORD), a public repository of structured organic reaction records. The task is: describe an organic reaction: reactants, conditions, products, and yield Reactants: CC(=O)C1CC=2C3C4=CC5=CC=CC=C5C=C4C(C2CC1)O3 ((1,2,3,4,5,12-hexahydro-5,12-epoxynaphthacen-2-yl) methyl ketone), FC(C(=O)O)(F)F (trifluoroacetic acid), C(O)([O-])=O.[Na+] (sodium hydrogen carbonate). The solvent is C(Cl)(Cl)Cl (chloroform). Procedure: A mixture of 0.68 g of (1,2,3,4,5,12-hexahydro-5,12-epoxynaphthacen-2-yl) methyl ketone, 15 ml of chloroform and 0.9 ml of trifluoroacetic acid was left to stand at room temperature for 20 hours, neutralised with sodium hydrogen carbonate and extracted with methylene chloride. The extract was dried over sodium sulphate and concentrated to dryness. The residue was treated with 50 ml of methylene chloride, 1 ml of diethyl ether and 12 g of silicic acid and the mixture was stirred in the air for 48... The product is C(C)(=O)C1CC=2C(C3=CC4=CC=CC=C4C=C3C(C2CC1)=O)=O (2-acetyl-1,2,3,4-tetrahydro-5,12-naphthacenedione). Run at time 20 hour. Isolated yield 38.0%. Reaction SMILES: [CH3:1][C:2]([CH:4]1[CH2:21][CH2:20][C:19]2[CH:18]3[O:22][CH:7]([C:8]4[C:17]3=[CH:16][C:15]3[C:10](=[CH:11][CH:12]=[CH:13][CH:14]=3)[CH:9]=4)[C:6]=2[CH2:5]1)=[O:3].FC(F)(F)C(O)=[O:26].C(=O)([O-])O.[Na+]>C(Cl)(Cl)Cl>[C:2]([CH:4]1[CH2:21][CH2:20][C:19]2[C:18](=[O:26])[C:17]3[C:8](=[CH:9][C:10]4[C:15]([CH:16]=3)=[CH:14][CH:13]=[CH:12][CH:11]=4)[C:7](=[O:22])[C:6]=2[CH2:5]1)(=[O:3])[CH3:1] |f:2.3|. Starting materials: CCOC(C)=O, O=[N+]([O-])c1cnc2ccccc2c1NCCOc1ccccc1. Product: Nc1cnc2ccccc2c1NCCOc1ccccc1. As a reaction SMILES: [CH3:24][CH2:25][O:26][C:27](=[O:28])[CH3:29].[N+:1]([O-:2])(=[O:3])[c:4]1[cH:5][n:6][c:7]2[cH:8][cH:9][cH:10][cH:11][c:12]2[c:13]1[NH:14][CH2:15][CH2:16][O:17][c:18]1[cH:19][cH:20][cH:21][cH:22][cH:23]1>>[NH2:1][c:4]1[cH:5][n:6][c:7]2[cH:8][cH:9][cH:10][cH:11][c:12]2[c:13]1[NH:14][CH2:15][CH2:16][O:17][c:18]1[cH:19][cH:20][cH:21][cH:22][cH:23]1. Reactants: CCOC(C)=O, CC(C)c1cccc(C(C)C)c1N=C=O, NOC(c1ccccc1)c1ccccc1. The product is CC(C)c1cccc(C(C)C)c1NC(=O)NOC(c1ccccc1)c1ccccc1. As a reaction SMILES: [CH3:31][CH2:32][O:33][C:34](=[O:35])[CH3:36].[CH:16]([CH3:17])([CH3:18])[c:19]1[c:20]([N:28]=[C:29]=[O:30])[c:21]([CH:25]([CH3:26])[CH3:27])[cH:22][cH:23][cH:24]1.[c:1]1([CH:7]([O:8][NH2:9])[c:10]2[cH:11][cH:12][cH:13][cH:14][cH:15]2)[cH:2][cH:3][cH:4][cH:5][cH:6]1>>[c:1]1([CH:7]([O:8][NH:9][C:29]([NH:28][c:20]2[c:19]([CH:16]([CH3:17])[CH3:18])[cH:24][cH:23][cH:22][c:21]2[CH:25]([CH3:26])[CH3:27])=[O:30])[c:10]2[cH:11][cH:12][cH:13][cH:14][cH:15]2)[cH:2][cH:3][cH:4][cH:5][cH:6]1. The reactants are COCC(=O)Cl, Cl, O=C(NC1CCNCC1)c1c[nH]c2c(-c3ccc(F)cc3OCC3CC3)ncnc12. Yields the product COCC(=O)N1CCC(NC(=O)c2c[nH]c3c(-c4ccc(F)cc4OCC4CC4)ncnc23)CC1. As a reaction SMILES: [CH3:32][O:33][CH2:34][C:35](=[O:36])[Cl:37].[ClH:1].[NH:2]1[CH2:3][CH2:4][CH:5]([NH:8][C:9](=[O:10])[c:11]2[cH:12][nH:13][c:14]3[c:15]2[n:16][cH:17][n:18][c:19]3-[c:20]2[c:21]([O:27][CH2:28][CH:29]3[CH2:30][CH2:31]3)[cH:22][c:23]([F:26])[cH:24][cH:25]2)[CH2:6][CH2:7]1>>[N:2]1([C:35]([CH2:34][O:33][CH3:32])=[O:36])[CH2:3][CH2:4][CH:5]([NH:8][C:9](=[O:10])[c:11]2[cH:12][nH:13][c:14]3[c:15]2[n:16][cH:17][n:18][c:19]3-[c:20]2[c:21]([O:27][CH2:28][CH:29]3[CH2:30][CH2:31]3)[cH:22][c:23]([F:26])[cH:24][cH:25]2)[CH2:6][CH2:7]1. Reactants: N1C=CC2=CC=CC(=C12)C(CCNC)C1=CC=CC=C1 ([3-(1H-Indol-7-yl)-3-phenyl-propyl]-methyl-amine), FC(C(=O)[O-])(F)F (trifluoroacetate), COC1=NNC2=CC=CC(=C12)C(CC(=O)NC)C1=CC=CC=C1 (3-(3-methoxy-1H-indazol-4-yl)-N-methyl-3-phenyl-propionamide), FC(C(=O)O)(F)F (trifluoroacetic acid). The product is COC1=NNC2=CC=CC(=C12)C(CCNC)C1=CC=CC=C1 ([3-(3-Methoxy-1H-indazol-4-yl)-3-phenyl-propyl]-methyl-amine). Reaction SMILES: FC(F)(F)C([O-])=O.[CH3:8][O:9][C:10]1[C:18]2[C:13](=[CH:14][CH:15]=[CH:16][C:17]=2[CH:19]([C:25]2[CH:30]=[CH:29][CH:28]=[CH:27][CH:26]=2)[CH2:20][C:21]([NH:23][CH3:24])=O)[NH:12][N:11]=1.FC(F)(F)C(O)=O.N1C2C(=CC=CC=2C(C2C=CC=CC=2)CCNC)C=C1>>[CH3:8][O:9][C:10]1[C:18]2[C:13](=[CH:14][CH:15]=[CH:16][C:17]=2[CH:19]([C:25]2[CH:30]=[CH:29][CH:28]=[CH:27][CH:26]=2)[CH2:20][CH2:21][NH:23][CH3:24])[NH:12][N:11]=1. Reported procedure: [3-(3-Methoxy-1H-indazol-4-yl)-3-phenyl-propyl]-methyl-amine CXC was prepared as a trifluoroacetate from 3-(3-methoxy-1H-indazol-4-yl)-N-methyl-3-phenyl-propionamide and trifluoroacetic acid, using the procedure described for prepration of [3-(1H-Indol-7-yl)-3-phenyl-propyl]-methyl-amine XX (Example 4). MS (M+H)=297.